Dataset: the Open Reaction Database (ORD), a public repository of structured organic reaction records. Task: describe an organic reaction: reactants, conditions, products, and yield Starting materials: N1=CC=CC=C1 (pyridine), O (water), ClC1=C(C(=O)Cl)C(=CC=C1)Cl (2,6-dichlorobenzoyl chloride). The product is OC(C#N)C (2-hydroxypropionitrile), ClC1=C(C(=O)OCCC#N)C(=CC=C1)Cl (2-cyanoethyl 2,6-dichlorobenzoate). RXN SMILES: [N:1]1C=C[CH:4]=[CH:3][CH:2]=1.[Cl:7][C:8]1[CH:16]=[CH:15][CH:14]=[C:13]([Cl:17])[C:9]=1[C:10](Cl)=[O:11].[OH2:18]>>[OH:11][CH:3]([CH3:4])[C:2]#[N:1].[Cl:7][C:8]1[CH:16]=[CH:15][CH:14]=[C:13]([Cl:17])[C:9]=1[C:10]([O:18][CH2:4][CH2:3][C:2]#[N:1])=[O:11]. Procedure details: A solution of 3.7 grams (0.052 mole) of 2-hydroxypropionitrile in 8.9 grams (0.10 mole) of pyridine was prepared. To this stirred solution at ambient temperature was added 10.4 grams (0.05 mole) of 2,6-dichlorobenzoyl chloride dropwise during a 20 minute period. The exothermic reaction caused the temperature of the reaction mixture to rise to 50°. The reaction mixture was heated at 75°-80° for 75 minutes. The cooled reaction mixture was poured into 150 ml of water and the mixture was stirred. Th... Starting materials: C(CCC)[Li] (n-Butyl lithium), CCCCCC (hexane), CN(C=O)C (dimethylformamide), BrC1=CC=C(C=C1)N(C1=CC=C(C=C1)Br)C1=CC=C(C=C1)Br (tris(4-bromophenyl)amine). Solvent: O1CCCC1 (tetrahydrofuran), O (water). Reaction conditions: time 10 minute. The product is BrC1=CC=C(C=C1)N(C1=CC=C(C=O)C=C1)C1=CC=C(C=C1)Br (4-[bis(4-bromophenyl)amino]benzaldehyde). The yield is 43.7%. As a reaction SMILES: [Br:1][C:2]1[CH:7]=[CH:6][C:5]([N:8]([C:16]2[CH:21]=[CH:20][C:19](Br)=[CH:18][CH:17]=2)[C:9]2[CH:14]=[CH:13][C:12]([Br:15])=[CH:11][CH:10]=2)=[CH:4][CH:3]=1.C([Li])CCC.CCCCCC.CN(C)[CH:36]=[O:37]>O1CCCC1.O>[Br:1][C:2]1[CH:3]=[CH:4][C:5]([N:8]([C:9]2[CH:14]=[CH:13][C:12]([Br:15])=[CH:11][CH:10]=2)[C:16]2[CH:21]=[CH:20][C:19]([CH:36]=[O:37])=[CH:18][CH:17]=2)=[CH:6][CH:7]=1. Procedure details: In an argon atmosphere, tris(4-bromophenyl)amine (964 mg, 2.00 mmol) was dissolved in tetrahydrofuran (10 mL) and cooled to −78° C. n-Butyl lithium (a 1.6 mol/L hexane solution, 1.5 mL, 2.4 mmol) and dimethylformamide (0.19 mL, 2.4 mmol) was dripped thereto at a system temperature of −60° C. or less, followed by stirring for 10 minutes. To the reaction liquid was added water and the product was extracted with ethyl acetate. The organic layer was washed with water and brine, and then dried over a... Starting materials: Cl (HCl), C(=O)(O)C=1C=C2C(=CNC2=CC1)CCCCN1CC2=C(CC1)C1=C(O2)C=CC=C1 (2-[4-(5-carboxy-3-indolyl)butyl]-1,2,3,4-tetrahydrobenzofuro[2,3-c]pyridine), C(C)O (ethanol). Run at time 48 hour. Yields the product C(C)OC(=O)C=1C=C2C(=CNC2=CC1)CCCCN1CC2=C(CC1)C1=C(O2)C=CC=C1 (2-[4-(5-ethoxycarbonyl-3-indolyl)butyl]-1,2,3,4-tetrahydrobenzofuro[2,3-c]pyridine). As a reaction SMILES: Cl.[C:2]([C:5]1[CH:6]=[C:7]2[C:11](=[CH:12][CH:13]=1)[NH:10][CH:9]=[C:8]2[CH2:14][CH2:15][CH2:16][CH2:17][N:18]1[CH2:23][CH2:22][C:21]2[C:24]3[CH:30]=[CH:29][CH:28]=[CH:27][C:25]=3[O:26][C:20]=2[CH2:19]1)([OH:4])=[O:3].[CH2:31](O)[CH3:32]>>[CH2:31]([O:3][C:2]([C:5]1[CH:6]=[C:7]2[C:11](=[CH:12][CH:13]=1)[NH:10][CH:9]=[C:8]2[CH2:14][CH2:15][CH2:16][CH2:17][N:18]1[CH2:23][CH2:22][C:21]2[C:24]3[CH:30]=[CH:29][CH:28]=[CH:27][C:25]=3[O:26][C:20]=2[CH2:19]1)=[O:4])[CH3:32]. Procedure: HCl is passed for 2 hours into a solution of 3.88 g of 2-[4-(5-carboxy-3-indolyl)butyl]-1,2,3,4-tetrahydrobenzofuro[2,3-c]pyridine in 50 ml of absolute ethanol. The mixture is then allowed to stand at 20° for 48 hours, the usual working up is carried out, and 2-[4-(5-ethoxycarbonyl-3-indolyl)butyl]-1,2,3,4-tetrahydrobenzofuro[2,3-c]pyridine is obtained. The reactants are C(C1=CC=CC=C1)N1CC(C(C1)C1=CC=C(C=C1)F)COS(=O)(=O)C1=CC=C(C=C1)C ((3SR,4RS) Toluene-4-sulfonic acid-1-benzyl-4-(4-fluoro-phenyl)-pyrrolidin-3-ylmethyl ester), CN (MeNH2). The solvent is solution, C1CCOC1 (THF). Run at temperature 80 celsius. Product: C(C1=CC=CC=C1)N1CC(C(C1)C1=CC=C(C=C1)F)CNC ((3SR,4RS)[1-Benzyl-4-(4-fluoro-phenyl)-pyrrolidin-3-ylmethyl]-methyl-amine). Yield: 76.0%. RXN SMILES: [CH2:1]([N:8]1[CH2:12][CH:11]([C:13]2[CH:18]=[CH:17][C:16]([F:19])=[CH:15][CH:14]=2)[CH:10]([CH2:20]OS(C2C=CC(C)=CC=2)(=O)=O)[CH2:9]1)[C:2]1[CH:7]=[CH:6][CH:5]=[CH:4][CH:3]=1.[CH3:32][NH2:33]>C1COCC1>[CH2:1]([N:8]1[CH2:12][CH:11]([C:13]2[CH:18]=[CH:17][C:16]([F:19])=[CH:15][CH:14]=2)[CH:10]([CH2:20][NH:33][CH3:32])[CH2:9]1)[C:2]1[CH:7]=[CH:6][CH:5]=[CH:4][CH:3]=1. Procedure: (3SR,4RS) Toluene-4-sulfonic acid-1-benzyl-4-(4-fluoro-phenyl)-pyrrolidin-3-ylmethyl ester (5.0 g, 0.011 mmol) were dissolved in 2.0 M solution of MeNH2 in THF (36 mL) in an autoclave and heated to 80° C. over night. The volatiles were removed and the crude product subjected to column chromatography (silica gel, dichloro methane, dichloro methane/methanol −>4:1) to yield the title compound (2.6 g, 76%) as a light yellow oil. Reactants: C (charcoal), O (water), C([O-])(O)=O.[Na+] (sodium bicarbonate), OC(C)C1C2CC(=C(N2C1=O)C(=O)OCC1=CC=CC=C1)NCCC (Benzyl 6-(1-hydroxyethyl)-3-propylamino-1-azabicyclo[3.2.0]hept-2-en-7-one-2-carboxylate). The reagents and catalysts are [Pd] (palladium). The solvent is O1CCOCC1 (dioxane). Conditions: time 1 hour. Product: OC(C)C1C2CC(=C(N2C1=O)C(=O)[O-])NCCC.[Na+] (sodium 6-(1-hydroxyethyl)-3-propylamino-1-azabicyclo[3.2.0]hept-2-en-7-one-2-carboxylate). Reaction SMILES: [OH:1][CH:2]([CH:4]1[C:10](=[O:11])[N:9]2[CH:5]1[CH2:6][C:7]([NH:22][CH2:23][CH2:24][CH3:25])=[C:8]2[C:12]([O:14]CC1C=CC=CC=1)=[O:13])[CH3:3].O.C(=O)(O)[O-].[Na+:31].C>O1CCOCC1.[Pd]>[OH:1][CH:2]([CH:4]1[C:10](=[O:11])[N:9]2[CH:5]1[CH2:6][C:7]([NH:22][CH2:23][CH2:24][CH3:25])=[C:8]2[C:12]([O-:14])=[O:13])[CH3:3].[Na+:31] |f:2.3,7.8|. Procedure: Benzyl 6-(1-hydroxyethyl)-3-propylamino-1-azabicyclo[3.2.0]hept-2-en-7-one-2-carboxylate (30 mg) is dissolved in dioxane (2 ml) and water (1 ml) containing sodium bicarbonate (7.5 mg). 10% palladium on powdered charcoal (30 mg) is added and the resulting mixture is hydrogenated at 40 psi for 1 hr. The catalyst is filtered off and washed with water (3 ml). The combined filtrate is extracted with ethyl acetate (3×2 ml), conc. in vacuo, and lyophilized to afford sodium 6-(1-hydroxyethyl)-3-propylam...